The task is: describe an organic reaction: reactants, conditions, products, and yield. This data is from the Open Reaction Database (ORD), a public repository of structured organic reaction records. Reactants: C1CCNC1, O=C(Cl)c1ccccc1Oc1ccccc1, O, c1ccncc1. The product is O=C(c1ccccc1Oc1ccccc1)N1CCCC1. RXN SMILES: [CH2:17]1[CH2:18][CH2:19][NH:20][CH2:21]1.[O:1]([c:2]1[cH:3][cH:4][cH:5][cH:6][cH:7]1)[c:8]1[c:9]([C:10](=[O:11])[Cl:12])[cH:13][cH:14][cH:15][cH:16]1.[OH2:28].[cH:22]1[cH:23][cH:24][n:25][cH:26][cH:27]1>>[O:1]([c:2]1[cH:3][cH:4][cH:5][cH:6][cH:7]1)[c:8]1[c:9]([C:10](=[O:11])[N:20]2[CH2:19][CH2:18][CH2:17][CH2:21]2)[cH:13][cH:14][cH:15][cH:16]1. Reactants: Cc1cn(-c2cc(C(=O)Nc3ccc(C)c(NC(=O)n4ccc5c(Cl)ncnc54)c3)cc(C(F)(F)F)c2)cn1, CC(=O)O, NC(=O)c1cccc(N)c1. Product: Cc1cn(-c2cc(C(=O)Nc3ccc(C)c(NC(=O)n4ccc5c(Nc6cccc(C(N)=O)c6)ncnc54)c3)cc(C(F)(F)F)c2)cn1. As a reaction SMILES: [CH3:1][c:2]1[c:3]([NH:27][C:28](=[O:29])[n:30]2[cH:31][cH:32][c:33]3[c:34]2[n:35][cH:36][n:37][c:38]3[Cl:39])[cH:4][c:5]([NH:8][C:9]([c:10]2[cH:11][c:12](-[n:20]3[cH:21][n:22][c:23]([CH3:25])[cH:24]3)[cH:13][c:14]([C:16]([F:17])([F:18])[F:19])[cH:15]2)=[O:26])[cH:6][cH:7]1.[CH3:50][C:51](=[O:52])[OH:53].[NH2:40][c:41]1[cH:42][c:43]([C:44](=[O:45])[NH2:46])[cH:47][cH:48][cH:49]1>>[CH3:1][c:2]1[c:3]([NH:27][C:28](=[O:29])[n:30]2[cH:31][cH:32][c:33]3[c:34]2[n:35][cH:36][n:37][c:38]3[NH:40][c:41]2[cH:42][c:43]([C:44](=[O:45])[NH2:46])[cH:47][cH:48][cH:49]2)[cH:4][c:5]([NH:8][C:9]([c:10]2[cH:11][c:12](-[n:20]3[cH:21][n:22][c:23]([CH3:25])[cH:24]3)[cH:13][c:14]([C:16]([F:17])([F:18])[F:19])[cH:15]2)=[O:26])[cH:6][cH:7]1. The reactants are N(C1=CC=CC=C1)C1=NC=C2C(=N1)N(C(N(C2)C2=C(C=C(C=C2)Cl)Cl)=O)C2=CC(=CC=C2)CCOS(=O)(=O)C (7-anilino-3-(2,4-dichlorophenyl)-3,4-dihydro-1-[3-(2-methanesulfonyloxyethyl)phenyl]-pyrimido[4,5-d]pyrimidin-2(1H)-one), C(C)NCC (diethylamine). The solvent is C(C)O (ethanol). Yields the product N(C1=CC=CC=C1)C1=NC=C2C(=N1)N(C(N(C2)C2=C(C=C(C=C2)Cl)Cl)=O)C2=CC(=CC=C2)CCN(CC)CC (7-anilino-3-(2,4-dichlorophenyl)-1-[3-[2-(diethylamino) ethyl]phenyl]-3,4-dihydro-pyrimido[4,5-d]pyrimidin-2(1H)-one). The yield is 28.0%. RXN SMILES: [NH:1]([C:8]1[N:13]=[C:12]2[N:14]([C:27]3[CH:32]=[CH:31][CH:30]=[C:29]([CH2:33][CH2:34]OS(C)(=O)=O)[CH:28]=3)[C:15](=[O:26])[N:16]([C:18]3[CH:23]=[CH:22][C:21]([Cl:24])=[CH:20][C:19]=3[Cl:25])[CH2:17][C:11]2=[CH:10][N:9]=1)[C:2]1[CH:7]=[CH:6][CH:5]=[CH:4][CH:3]=1.[CH2:40]([NH:42][CH2:43][CH3:44])[CH3:41]>C(O)C>[NH:1]([C:8]1[N:13]=[C:12]2[N:14]([C:27]3[CH:32]=[CH:31][CH:30]=[C:29]([CH2:33][CH2:34][N:42]([CH2:43][CH3:44])[CH2:40][CH3:41])[CH:28]=3)[C:15](=[O:26])[N:16]([C:18]3[CH:23]=[CH:22][C:21]([Cl:24])=[CH:20][C:19]=3[Cl:25])[CH2:17][C:11]2=[CH:10][N:9]=1)[C:2]1[CH:3]=[CH:4][CH:5]=[CH:6][CH:7]=1. Procedure details: A solution of 58 mg (0.1 mmol) of 7-anilino-3-(2,4-dichlorophenyl)-3,4-dihydro-1-[3-(2-methanesulfonyloxyethyl)phenyl]-pyrimido[4,5-d]pyrimidin-2(1H)-one (prepared in Example 74) and 0.5 ml of diethylamine in 2 ml of ethanol was heated at 50° C. for 3 hours. The reaction mixture was evaporated and the crude material purified by flash chromatography on silica gel, eluting with 5% methanol in dichloromethane. Product containing fractions were combined and evaporated to give 16 mg (28%) of 7-anilin... Starting materials: hydrochloride salt, CC1=CC=C(C=C1)S(=O)(=O)OCC1OC2=C(C1)C=C(C=C2C2=CC(=CC=C2)C)C ((±)-[7-(3-methylphenyl) 5-methyl-2,3-dihydro-1-benzofuran-2-yl]methyl 4-methylbenzenesulfonate), CN (methylamine). Product: CC=1C=C(C=CC1)C1=CC(=CC=2CC(OC21)CNC)C ((±)-{[7-(3-methylphenyl)-5-methyl-2,3-dihydro-1-benzofuran-2-yl]methyl}methylamine). As a reaction SMILES: CC1C=CC(S(O[CH2:12][CH:13]2[CH2:17][C:16]3[CH:18]=[C:19]([CH3:29])[CH:20]=[C:21]([C:22]4[CH:27]=[CH:26][CH:25]=[C:24]([CH3:28])[CH:23]=4)[C:15]=3[O:14]2)(=O)=O)=CC=1.[CH3:30][NH2:31]>>[CH3:28][C:24]1[CH:23]=[C:22]([C:21]2[C:15]3[O:14][CH:13]([CH2:12][NH:31][CH3:30])[CH2:17][C:16]=3[CH:18]=[C:19]([CH3:29])[CH:20]=2)[CH:27]=[CH:26][CH:25]=1. Procedure details: The title compound was prepared (0.075 g, 60%) following the general procedure of Example 390 as a white solid, hydrochloride salt from (±)-[7-(3-methylphenyl) 5-methyl-2,3-dihydro-1-benzofuran-2-yl]methyl 4-methylbenzenesulfonate (0.17 g, 0.42 mmol) and methylamine (0.129 g, 4.2 mmol). mp 165-167° C. Reactants: C(CCCCCCCCCCCC)=O (1-tridecanal), Cl (hydrochloric acid), Cl.C(C1=CC=CC=C1)NC(=N)NC(=N)N (N1-benzyl-biguanide hydrochloride). The solvent is C(C)O (ethanol). The product is Cl.NC=1NC(=NC(N1)CCCCCCCCCCCC)NCC1=CC=CC=C1 (4-Amino-3,6-dihydro-6-dodecyl-2-benzylamino-1,3,5-triazine hydrochloride). RXN SMILES: [CH:1](=O)[CH2:2][CH2:3][CH2:4][CH2:5][CH2:6][CH2:7][CH2:8][CH2:9][CH2:10][CH2:11][CH2:12][CH3:13].[ClH:15].Cl.[CH2:17]([NH:24][C:25]([NH:27][C:28]([NH2:30])=[NH:29])=[NH:26])[C:18]1[CH:23]=[CH:22][CH:21]=[CH:20][CH:19]=1>C(O)C>[ClH:15].[NH2:30][C:28]1[NH:27][C:25]([NH:24][CH2:17][C:18]2[CH:23]=[CH:22][CH:21]=[CH:20][CH:19]=2)=[N:26][CH:1]([CH2:2][CH2:3][CH2:4][CH2:5][CH2:6][CH2:7][CH2:8][CH2:9][CH2:10][CH2:11][CH2:12][CH3:13])[N:29]=1 |f:2.3,5.6|. Procedure: 150 ml of ethanol, 6.5 g (32.8 mmol) of 1-tridecanal and 0.9 ml of concentrated hydrochloric acid were added to 5.0 g (22.0 mmol) of N1-benzyl-biguanide hydrochloride. The mixture was refluxed for 17 hours, and concentrated under reduced pressure to remove the solvent. The residue was dissolved in 100 ml of ethanol, and the solution was added to 50 ml of water and 10 ml of 5N aqueous sodium hydroxide. The mixture was refluxed for 2 hours, and the solvent was distilled off under reduced pressure.... Reactants: O=C(Cl)OCc1ccccc1, COC(=O)c1cc2c(cc1Cl)C(N)CCS2. The product is COC(=O)c1cc2c(cc1Cl)C(NC(=O)OCc1ccccc1)CCS2. As a reaction SMILES: [CH2:17]([c:18]1[cH:19][cH:20][cH:21][cH:22][cH:23]1)[O:24][C:25](=[O:26])[Cl:27].[CH3:1][O:2][C:3](=[O:4])[c:5]1[c:6]([Cl:16])[cH:7][c:8]2[c:13]([cH:14]1)[S:12][CH2:11][CH2:10][CH:9]2[NH2:15]>>[CH3:1][O:2][C:3](=[O:4])[c:5]1[c:6]([Cl:16])[cH:7][c:8]2[c:13]([cH:14]1)[S:12][CH2:11][CH2:10][CH:9]2[NH:15][C:25]([O:24][CH2:17][c:18]1[cH:19][cH:20][cH:21][cH:22][cH:23]1)=[O:26].